Dataset: the Open Reaction Database (ORD), a public repository of structured organic reaction records. Task: describe an organic reaction: reactants, conditions, products, and yield The reactants are polyphosphoric acid, C([O-])(O)=O.[Na+] (sodium bicarbonate), FC1=C(C(=O)O)C=C(C(=C1)C(=O)O)NC1=CC=CC=C1 (2-Fluoro-5-phenylamino-terephthalic acid), C([O-])(O)=O.[Na+] (sodium bicarbonate). Conditions: temperature 165 celsius, time 10 minute. Product: FC1=CC=2C(C3=CC=CC=C3NC2C=C1C(=O)O)=O (2-Fluoro-9-oxo-9,10-dihydro-acridine-3-carboxylic acid). The yield is 83.9%. RXN SMILES: [F:1][C:2]1[CH:10]=[C:9]([C:11]([OH:13])=O)[C:8]([NH:14][C:15]2[CH:20]=[CH:19][CH:18]=[CH:17][CH:16]=2)=[CH:7][C:3]=1[C:4]([OH:6])=[O:5].C(=O)(O)[O-].[Na+]>>[F:1][C:2]1[C:3]([C:4]([OH:6])=[O:5])=[CH:7][C:8]2[NH:14][C:15]3[C:20](=[CH:19][CH:18]=[CH:17][CH:16]=3)[C:11](=[O:13])[C:9]=2[CH:10]=1 |f:1.2|. Procedure: To a round bottom flask containing polyphosphoric acid (254 g) at 165-172° C. was added finely ground compound 174D (15.0 g, 55.6 mmol) over 30 min. After the addition was complete, the reaction mixture was stirred for 10 min at 165° C. HPLC indicated that the reaction was complete. While at 165° C., the mixture was slowly added to a mixture of ice and sodium bicarbonate. The pH was adjusted to 3.0 with additional solid sodium bicarbonate, and the resulting mixture was filtered through a medium ... Starting materials: CN(C)C=O, CCOCC, O=S(=O)(O)CCCOc1ccc(F)cc1, [Na], O=S(Cl)Cl. The product is O=S(=O)(Cl)CCCOc1ccc(F)cc1. RXN SMILES: [CH3:21][N:22]([CH3:23])[CH:24]=[O:25].[CH3:26][CH2:27][O:28][CH2:29][CH3:30].[F:2][c:3]1[cH:4][cH:5][c:6]([O:7][CH2:8][CH2:9][CH2:10][S:11](=[O:12])(=[O:13])[OH:14])[cH:15][cH:16]1.[Na:1].[S:17]([Cl:18])([Cl:19])=[O:20]>>[F:2][c:3]1[cH:4][cH:5][c:6]([O:7][CH2:8][CH2:9][CH2:10][S:11](=[O:12])(=[O:13])[Cl:19])[cH:15][cH:16]1. Starting materials: COC(=O)c1ccc(C(=O)NN=C(C)c2nn(C)c(-c3ccc(C(C)(C)C)cc3)c2O)cc1O, CO, Cl, [Na+], [OH-], O. Product: CC(=NNC(=O)c1ccc(C(=O)O)c(O)c1)c1nn(C)c(-c2ccc(C(C)(C)C)cc2)c1O. Reaction SMILES: [C:1]([CH3:2])([CH3:3])([CH3:4])[c:5]1[cH:6][cH:7][c:8](-[c:11]2[c:12]([OH:34])[c:13]([C:17]([CH3:18])=[N:19][NH:20][C:21](=[O:22])[c:23]3[cH:24][c:25]([OH:33])[c:26]([C:27](=[O:28])[O:29][CH3:30])[cH:31][cH:32]3)[n:14][n:15]2[CH3:16])[cH:9][cH:10]1.[CH3:35][OH:36].[ClH:39].[Na+:38].[OH-:37].[OH2:40]>>[C:1]([CH3:2])([CH3:3])([CH3:4])[c:5]1[cH:6][cH:7][c:8](-[c:11]2[c:12]([OH:34])[c:13]([C:17]([CH3:18])=[N:19][NH:20][C:21](=[O:22])[c:23]3[cH:24][c:25]([OH:33])[c:26]([C:27](=[O:28])[OH:29])[cH:31][cH:32]3)[n:14][n:15]2[CH3:16])[cH:9][cH:10]1. Reactants: CCNC(=O)Oc1cn2ncnc(Oc3ccc(NC(=O)NC(=O)Cc4ccc(F)cc4)cc3F)c2c1C, ClCCl, CC(=O)Nc1cccc(-c2ccn3ncnc(Oc4ccc(N)cc4F)c23)c1. The product is CC(=O)Nc1cccc(-c2ccn3ncnc(Oc4ccc(NC(=O)NC(=O)Cc5ccc(F)cc5)cc4F)c23)c1. RXN SMILES: [CH2:29]([NH:30][C:31](=[O:32])[O:33][c:34]1[c:35]([CH3:36])[c:37]2[n:38]([cH:39]1)[n:40][cH:41][n:42][c:43]2[O:44][c:45]1[cH:46][cH:47][c:48]([NH:49][C:51](=[O:52])[NH:53][C:54]([CH2:55][c:56]2[cH:57][cH:58][c:59]([F:62])[cH:60][cH:61]2)=[O:63])[cH:50][c:64]1[F:65])[CH3:66].[Cl:67][CH2:68][Cl:69].[NH2:1][c:2]1[cH:3][c:4]([F:28])[c:5]([O:6][c:7]2[n:8][cH:9][n:10][n:11]3[c:12]2[c:13](-[c:16]2[cH:17][c:18]([NH:22][C:23]([CH3:24])=[O:25])[cH:19][cH:20][cH:21]2)[cH:14][cH:15]3)[cH:26][cH:27]1>>[NH:1]([c:2]1[cH:3][c:4]([F:28])[c:5]([O:6][c:7]2[n:8][cH:9][n:10][n:11]3[c:12]2[c:13](-[c:16]2[cH:17][c:18]([NH:22][C:23]([CH3:24])=[O:25])[cH:19][cH:20][cH:21]2)[cH:14][cH:15]3)[cH:26][cH:27]1)[C:51](=[O:52])[NH:53][C:54]([CH2:55][c:56]1[cH:57][cH:58][c:59]([F:62])[cH:60][cH:61]1)=[O:63]. Reactants: NC1=CC=C(CC#N)C=C1 (4-aminobenzyl cyanide), BrCC(=O)Br (bromoacetyl bromide). Solvent: O (water), CN(C)C=O (DMF), O1CCOCC1 (dioxane). Run at time 8 hour. The product is BrCC(=O)NC1=CC=C(CC#N)C=C1 (4-((2-Bromoacetyl)amino)benzyl Cyanide). Isolated yield 65.9%. RXN SMILES: [NH2:1][C:2]1[CH:10]=[CH:9][C:5]([CH2:6][C:7]#[N:8])=[CH:4][CH:3]=1.[Br:11][CH2:12][C:13](Br)=[O:14]>CN(C=O)C.O1CCOCC1.O>[Br:11][CH2:12][C:13]([NH:1][C:2]1[CH:10]=[CH:9][C:5]([CH2:6][C:7]#[N:8])=[CH:4][CH:3]=1)=[O:14]. Reported procedure: To a solution of 4-aminobenzyl cyanide (4 g, 0.03 mol) in anhydrous DMF (20 mL) and anhydrous dioxane (20 mL) in a 3-necked flask, fitted with magnetic stirrer and a constant additional funnel, was added, dropwise, bromoacetyl bromide (6.12 g, 2.7 mL, 100 mol %) while keeping the internal temperature between 0° C. and 2° C. After the addition was completed (~25 min), the reaction mixture was stirred overnight at rt. The reaction mixture was diluted with water (100 mL) and then the yellow crystal... The reactants are OC1CC(CCC1)N(C(=O)C1=CC=2C(=NON2)C=C1)C (N-(3-Hydroxycyclohexyl)-N-methyl-[2,1,3]-benzoxadiazole-5-carboxamide), C=1C=C[NH+]=CC1.[O-][Cr](=O)(=O)Cl (PCC). Run in ClCCl (dichloromethane). Reaction conditions: temperature 20 celsius, time 3 hour. Yields the product CN(C(=O)C1=CC=2C(=NON2)C=C1)C1CC(CCC1)=O (N-Methyl-N-(3-oxocyclohexyl)-[2,1,3]-benzoxadiazole-5-carboxamide). As a reaction SMILES: [OH:1][CH:2]1[CH2:7][CH2:6][CH2:5][CH:4]([N:8]([CH3:20])[C:9]([C:11]2[CH:19]=[CH:18][C:14]3=[N:15][O:16][N:17]=[C:13]3[CH:12]=2)=[O:10])[CH2:3]1.C1C=C[NH+]=CC=1.[O-][Cr](Cl)(=O)=O>ClCCl>[CH3:20][N:8]([CH:4]1[CH2:5][CH2:6][CH2:7][C:2](=[O:1])[CH2:3]1)[C:9]([C:11]1[CH:19]=[CH:18][C:14]2=[N:15][O:16][N:17]=[C:13]2[CH:12]=1)=[O:10] |f:1.2|. Procedure details: N-(3-Hydroxycyclohexyl)-N-methyl-[2,1,3]-benzoxadiazole-5-carboxamide (0.38 g, 1.38 mmol) was dissolved in dichloromethane (10 ml) and PCC (3 g) was added and the mixture stirred for 3 h at 20° C. The solvent was evaporated onto silica gel and the product chromatographed on silica gel eluting with ethyl acetate/chloroform (3:1) to give the title product as a white solid after trituration with diethyl ether (0.19 g). Mp=164-165° C., 1H NMR (300 MHz, CDCl3, rotamers) δ 7.93 (d, J=9.3 Hz, 1H); 7.84... The reactants are [OH-].[Li+] (lithium hydroxide), C(#N)C1=CC=C(C=C1)C1N(C(N(C=2CCCC(C12)=O)C1=CC(=CC=C1)C(F)(F)F)=O)S(=O)(=O)CCCC(=O)OC (methyl 4-(4-(4-cyanophenyl)-2,5-dioxo-1-(3-(trifluoromethyl)phenyl)-1,2,5,6,7,8-hexahydroquinazolin-3(4H)-ylsulfonyl)butanoate). Solvent: O (water), O1CCOCC1 (1,4-dioxane). Run at time 2 hour. The product is C(#N)C1=CC=C(C=C1)C1N(C(N(C=2CCCC(C12)=O)C1=CC(=CC=C1)C(F)(F)F)=O)S(=O)(=O)CCCC(=O)O (4-(4-(4-Cyanophenyl)-2,5-dioxo-1-(3-(trifluoromethyl)phenyl)-1,2,5,6,7,8-hexahydroquinazolin-3(4H)-ylsulfonyl)butanoic acid). RXN SMILES: [OH-].[Li+].[C:3]([C:5]1[CH:10]=[CH:9][C:8]([CH:11]2[C:20]3[C:19](=[O:21])[CH2:18][CH2:17][CH2:16][C:15]=3[N:14]([C:22]3[CH:27]=[CH:26][CH:25]=[C:24]([C:28]([F:31])([F:30])[F:29])[CH:23]=3)[C:13](=[O:32])[N:12]2[S:33]([CH2:36][CH2:37][CH2:38][C:39]([O:41]C)=[O:40])(=[O:35])=[O:34])=[CH:7][CH:6]=1)#[N:4]>O.O1CCOCC1>[C:3]([C:5]1[CH:10]=[CH:9][C:8]([CH:11]2[C:20]3[C:19](=[O:21])[CH2:18][CH2:17][CH2:16][C:15]=3[N:14]([C:22]3[CH:27]=[CH:26][CH:25]=[C:24]([C:28]([F:30])([F:29])[F:31])[CH:23]=3)[C:13](=[O:32])[N:12]2[S:33]([CH2:36][CH2:37][CH2:38][C:39]([OH:41])=[O:40])(=[O:34])=[O:35])=[CH:7][CH:6]=1)#[N:4] |f:0.1|. Procedure: A solution of lithium hydroxide (2 mg, 84 μmol) in water (200 mL) is added to a solution of methyl 4-(4-(4-cyanophenyl)-2,5-dioxo-1-(3-(trifluoromethyl)phenyl)-1,2,5,6,7,8-hexahydroquinazolin-3(4H)-ylsulfonyl)butanoate (example 44.10, 19 mg, 33 μmol) in 1,4-dioxane (1 mL). The mixture is stirred at room temperature for 2 h and purified by it) preparative HPLC (Waters SunFire™-C18, gradient of acetonitrile in water, 0.1% TFA). Yield: 6 mg; ESI mass spectrum [M+H]+=562; Retention time HPLC: 0.91 m... Starting materials: Cc1ccccc1, CCOCC, CC(C)(C)c1cc(N)cc(C(C)(C)C)c1O, O=C1OC(=O)c2ccccc21. The product is CC(C)(C)c1cc(NC(=O)c2ccccc2C(=O)O)cc(C(C)(C)C)c1O. RXN SMILES: [CH3:28][c:29]1[cH:30][cH:31][cH:32][cH:33][cH:34]1.[CH3:35][CH2:36][O:37][CH2:38][CH3:39].[NH2:1][c:2]1[cH:3][c:4]([C:13]([CH3:14])([CH3:15])[CH3:16])[c:5]([OH:12])[c:6]([C:8]([CH3:9])([CH3:10])[CH3:11])[cH:7]1.[O:17]=[C:18]1[O:19][C:20](=[O:21])[c:22]2[cH:23][cH:24][cH:25][cH:26][c:27]21>>[NH:1]([c:2]1[cH:3][c:4]([C:13]([CH3:14])([CH3:15])[CH3:16])[c:5]([OH:12])[c:6]([C:8]([CH3:9])([CH3:10])[CH3:11])[cH:7]1)[C:20](=[O:21])[c:22]1[cH:23][cH:24][cH:25][cH:26][c:27]1[C:18](=[O:17])[OH:19]. Reactants: C1=CC=CC=2C3=CC=CC=C3CC12.[Li] (lithium-fluorene), CC(=C1C=CC=C1)C1=CC=CC=C1 (6-methyl-6-phenyl-fulvene), O (water). The reagents and catalysts are [Cl-].[Cl-].C1(=CC=CC=C1)C(C)=[Hf+2](C1C=CC=C1)C1C2=CC=CC=C2C=2C=CC=CC12 ((Phenyl(methyl)methylene)(9-fluorenyl)(cyclopentadienyl)hafnium dichloride). The solvent is O1CCCC1 (tetrahydrofuran), O1CCCC1 (tetrahydrofuran). Conditions: time 2 hour. The product is C1(C=CCC1)C1=C(C=CC=C1)CCC1C2=CC=CC=C2C=2C=CC=CC12 (2,2-cyclopentadienyl(9-fluorenyl)ethylbenzene). The yield is 83.7%. Reaction SMILES: [CH:1]1[C:13]2[CH2:12][C:11]3[C:6](=[CH:7][CH:8]=[CH:9][CH:10]=3)[C:5]=2[CH:4]=[CH:3][CH:2]=1.[Li].[CH3:15][C:16]([C:22]1[CH:27]=[CH:26][CH:25]=[CH:24][CH:23]=1)=[C:17]1[CH:21]=[CH:20][CH:19]=[CH:18]1.O>O1CCCC1.[Cl-].[Cl-].C1(C(=[Hf+2](C2C3C=CC=CC=3C3C2=CC=CC=3)C2C=CC=C2)C)C=CC=CC=1>[CH:17]1([C:16]2[CH:15]=[CH:25][CH:26]=[CH:27][C:22]=2[CH2:23][CH2:24][CH:12]2[C:11]3[CH:10]=[CH:9][CH:8]=[CH:7][C:6]=3[C:5]3[C:13]2=[CH:1][CH:2]=[CH:3][CH:4]=3)[CH2:18][CH2:19][CH:20]=[CH:21]1 |f:0.1,5.6.7,^1:13|. Procedure: (Phenyl(methyl)methylene)(9-fluorenyl)(cyclopentadienyl)hafnium dichloride ##STR12## A solution of 67.8 mmol of lithium-fluorene in 50 cm3 of tetrahydrofuran was added to a solution of 11.4 g (67.8 mmol) of 6-methyl-6-phenyl-fulvene in 40 cm3 of tetrahydrofuran at room temperature. After the mixture had been stirred at room temperature for 2 hours, 60 cm3 of water were added. The substance obtained after this addition was filtered off with suction, washed with diethyl ether and dried under an oi...